From a dataset of the Open Reaction Database (ORD), a public repository of structured organic reaction records. describe an organic reaction: reactants, conditions, products, and yield Starting materials: NC1=CC=C2C(C(=C(OC2=C1N)C(C)C)C1=CC=C(C=C1)Cl)=O (7,8-Diamino-3-(4-chlorophenyl)-2-isopropyl-chromen-4-one), C(C)(=O)O (acetic acid), Cl (hydrochloric acid). Run in C(C)(=O)OCC (ethyl acetate). Run at temperature 120 celsius. Yields the product ClC1=CC=C(C=C1)C1=C(OC2=C(C1=O)C=CC=1NC(=NC12)C)C(C)C (7-(4-Chlorophenyl)-8-isopropyl-2-methyl-3H-chromeno[7,8-d]imidazol-6-one). RXN SMILES: [NH2:1][C:2]1[C:11]([NH2:12])=[C:10]2[C:5]([C:6](=[O:23])[C:7]([C:16]3[CH:21]=[CH:20][C:19]([Cl:22])=[CH:18][CH:17]=3)=[C:8]([CH:13]([CH3:15])[CH3:14])[O:9]2)=[CH:4][CH:3]=1.Cl.[C:25](O)(=O)[CH3:26]>C(OCC)(=O)C>[Cl:22][C:19]1[CH:18]=[CH:17][C:16]([C:7]2[C:6](=[O:23])[C:5]3[CH:4]=[CH:3][C:2]4[NH:1][C:25]([CH3:26])=[N:12][C:11]=4[C:10]=3[O:9][C:8]=2[CH:13]([CH3:14])[CH3:15])=[CH:21][CH:20]=1. Procedure: 7,8-Diamino-3-(4-chlorophenyl)-2-isopropyl-chromen-4-one (80 mg, 0.243 mmol) is dissolved in glacial acetic acid (1.5 ml), dilute hydrochloric acid (2M, 0.1 ml) is added, and the mixture is heated at 120° C. for 90 min. The reaction mixture is cooled to room temperature, diluted with ethyl acetate (50 ml) and washed with saturated sodium bicarbonate solution (3×40 ml), water (40 ml) and saturated brine (40 ml). The organic layer is dried (MgSO4), filtered and evaporated to give a brown solid. Th... Run at temperature 45 celsius, time 4.5 hour. Isolated yield 29.0%. The product is C(C1=CC=CC=C1)N1CC(CC1)(C(F)(F)F)C1=CC(=CC(=C1)Cl)Cl (1-benzyl-3-(3,5-dichlorophenyl)-3-(trifluoromethyl)pyrrolidine), C(C)(C)O (iso-propanol). Procedure details: Magnesium (47.3 mg, 1.94 mmol), lithium chloride (41.2 mg, 972 μmol) and 1-benzyl-3-(3,5-dichlorophenyl)-4-(phenylsulfonyl)-3-(trifluoromethyl)pyrrolidine (500 mg, 972 μmol) were put in a flask under argon atmosphere. Methanol (5 mL) was added and the reaction was stirred for 4.5 hours and one additional hour after adding more magnesium (2 eq.). After standing over night the reaction was heated to 45° C. for seven hours adding magnesium (1 eq. each) after two and five hours. Again after standing... Run in CO (Methanol), CO (methanol), O (Water). Reactants: [Mg] (Magnesium), [Cl-].[Li+] (lithium chloride), C(C1=CC=CC=C1)N1CC(C(C1)S(=O)(=O)C1=CC=CC=C1)(C(F)(F)F)C1=CC(=CC(=C1)Cl)Cl (1-benzyl-3-(3,5-dichlorophenyl)-4-(phenylsulfonyl)-3-(trifluoromethyl)pyrrolidine), [Mg] (magnesium), [Mg] (magnesium), [OH-].[Na+] (sodium hydroxide), [Mg] (magnesium). RXN SMILES: [Mg].[Cl-].[Li+].[CH2:4]([N:11]1[CH2:15][CH:14](S(C2C=CC=CC=2)(=O)=O)[C:13]([C:29]2[CH:34]=[C:33]([Cl:35])[CH:32]=[C:31]([Cl:36])[CH:30]=2)([C:25]([F:28])([F:27])[F:26])[CH2:12]1)[C:5]1[CH:10]=[CH:9][CH:8]=[CH:7][CH:6]=1.[OH-:37].[Na+]>CO.O>[CH2:4]([N:11]1[CH2:15][CH2:14][C:13]([C:29]2[CH:30]=[C:31]([Cl:36])[CH:32]=[C:33]([Cl:35])[CH:34]=2)([C:25]([F:28])([F:27])[F:26])[CH2:12]1)[C:5]1[CH:10]=[CH:9][CH:8]=[CH:7][CH:6]=1.[CH:5]([OH:37])([CH3:10])[CH3:4] |f:1.2,4.5|. Yields the product C1(CC1)N1C(C(C=2C=NC(=CC21)NC(C2=CC(=NC=C2)C)=O)(C)C)=O (N-(1-Cyclopropyl-3,3-dimethyl-2-oxo-2,3-dihydro-1H-pyrrolo[3,2-c]pyridin-6-yl)-2-methylisonicotinamide). RXN SMILES: [CH3:1][C:2]1[CH:3]=[C:4]([CH:8]=[CH:9][N:10]=1)[C:5]([OH:7])=O.[NH2:11][C:12]1[N:17]=[CH:16][C:15]2[C:18]([CH3:26])([CH3:25])[C:19](=[O:24])[N:20]([CH:21]3[CH2:23][CH2:22]3)[C:14]=2[CH:13]=1>>[CH:21]1([N:20]2[C:14]3[CH:13]=[C:12]([NH:11][C:5](=[O:7])[C:4]4[CH:8]=[CH:9][N:10]=[C:2]([CH3:1])[CH:3]=4)[N:17]=[CH:16][C:15]=3[C:18]([CH3:25])([CH3:26])[C:19]2=[O:24])[CH2:23][CH2:22]1. Procedure: Prepared in analogy to example 26 from 2-methylisonicotinic acid and 6-amino-1-cyclopropyl-3,3-dimethyl-1H-pyrrolo[3,2-c]pyridin-2(3H)-one (example 79c). The title compound was obtained as off-white foam. Reactants: CC=1C=C(C(=O)O)C=CN1 (2-methylisonicotinic acid), NC1=CC2=C(C=N1)C(C(N2C2CC2)=O)(C)C (6-amino-1-cyclopropyl-3,3-dimethyl-1H-pyrrolo[3,2-c]pyridin-2(3H)-one). Starting materials: COC(=O)C(N)Cc1ccccc1, Cc1ccccc1, O=C(Cl)OCc1ccccc1, Cl, [Na+], [Na+], O=C([O-])[O-]. Yields the product COC(=O)C(Cc1ccccc1)NC(=O)OCc1ccccc1. As a reaction SMILES: [CH3:2][O:3][C:4]([CH:5]([NH2:6])[CH2:7][c:8]1[cH:9][cH:10][cH:11][cH:12][cH:13]1)=[O:14].[CH3:32][c:33]1[cH:34][cH:35][cH:36][cH:37][cH:38]1.[Cl:15][C:16](=[O:17])[O:18][CH2:19][c:20]1[cH:21][cH:22][cH:23][cH:24][cH:25]1.[ClH:1].[Na+:26].[Na+:27].[O-:28][C:29](=[O:30])[O-:31]>>[CH3:2][O:3][C:4]([CH:5]([NH:6][C:16](=[O:17])[O:18][CH2:19][c:20]1[cH:21][cH:22][cH:23][cH:24][cH:25]1)[CH2:7][c:8]1[cH:9][cH:10][cH:11][cH:12][cH:13]1)=[O:14]. Reactants: ClC1=C(C=C(C=C1)Cl)O (2,5-dichlorophenol), N1C=NC=C1 (imidazole), Cl[Si](CCCCCCCC)(C)C (chlorodimethyloctyl silane). The solvent is CN(C=O)C (N,N-dimethylformamide), [Cl-].[Na+] (sodium chloride). Conditions: time 2 hour. Product: C[Si](CCCCCCCC)(C)OC1=C(C=CC(=C1)Cl)Cl (2,5-Dichlorophenyl Dimethyloctylsilyl Ether). As a reaction SMILES: [Cl:1][C:2]1[CH:7]=[CH:6][C:5]([Cl:8])=[CH:4][C:3]=1[OH:9].N1C=CN=C1.Cl[Si:16]([CH3:26])([CH3:25])[CH2:17][CH2:18][CH2:19][CH2:20][CH2:21][CH2:22][CH2:23][CH3:24]>CN(C)C=O.[Cl-].[Na+]>[CH3:25][Si:16]([O:9][C:3]1[CH:4]=[C:5]([Cl:8])[CH:6]=[CH:7][C:2]=1[Cl:1])([CH3:26])[CH2:17][CH2:18][CH2:19][CH2:20][CH2:21][CH2:22][CH2:23][CH3:24] |f:4.5|. Reported procedure: To a solution of 3.75 g (0.023 mole) 2,5-dichlorophenol in 30 ml N,N-dimethylformamide are added 5.58 g (0.082 mole) imidazole and 16.6 ml (0.070 mole) chlorodimethyloctyl silane under argon. After stirring at room temperature for two hours, the mixture is diluted with an aqueous saturated sodium chloride solution and extracted with ether. The combined organic extracts are dried and condensed. The product is purified by column chromatography. Reactants: CC(C(CC(=O)OCC)=O)C (Ethyl 4-methyl-3-oxopentanoate), N (ammonia). The solvent is C(C)O (ethanol). Reaction conditions: time 16 hour. Yields the product N/C(=C/C(=O)OCC)/C(C)C (Ethyl (2E)-3-amino-4-methyl-2-pentenoate). RXN SMILES: [CH3:1][CH:2]([CH3:11])[C:3](=O)[CH2:4][C:5]([O:7][CH2:8][CH3:9])=[O:6].[NH3:12]>C(O)C>[NH2:12]/[C:3](/[CH:2]([CH3:11])[CH3:1])=[CH:4]/[C:5]([O:7][CH2:8][CH3:9])=[O:6]. Procedure: Ethyl 4-methyl-3-oxopentanoate (2.0 g, 13 mmol) was treated with 2M ammonia in ethanol (20 mL), heated to 80 C. in a sealed tube for 16 hours and concentrated to dryness to provide the title compound.